Dataset: the Open Reaction Database (ORD), a public repository of structured organic reaction records. Task: describe an organic reaction: reactants, conditions, products, and yield The reactants are C(=O)[O-] (formate), C(C)OC(=O)N1CCC(CC1)NS(=O)(=O)C1=CC=C(C2=CC=CC=C12)CN (4-(4-aminomethyl-naphthalene-1-sulfonylamino)-piperidine-1-carboxylic acid ethyl ester), ClC1=CC=C(C=O)C=C1 (4-chloro-benzaldehyde), C(C)OC(=O)N1CCC(CC1)NS(=O)(=O)C1=CC=C(C2=CC=CC=C12)CNC1CCCCC1 (4-(4-cyclohexylaminomethyl-naphthalene-1-sulfonylamino)-piperidine-1-carboxylic acid ethyl ester). Yields the product C(C)OC(=O)N1CCC(CC1)NS(=O)(=O)C1=CC=C(C2=CC=CC=C12)CN(CC)C1CCCCC1 (4-{4-[(Cyclohexyl-ethyl-amino)-methyl]-naphthalene-1-sulfonylamino}-piperidine-1-carboxylic acid ethyl ester). RXN SMILES: C([O-])=O.Cl[C:5]1C=CC(C=O)=C[CH:6]=1.[CH2:13]([O:15][C:16]([N:18]1[CH2:23][CH2:22][CH:21]([NH:24][S:25]([C:28]2[C:37]3[C:32](=[CH:33][CH:34]=[CH:35][CH:36]=3)[C:31]([CH2:38][NH:39][CH:40]3[CH2:45][CH2:44][CH2:43][CH2:42][CH2:41]3)=[CH:30][CH:29]=2)(=[O:27])=[O:26])[CH2:20][CH2:19]1)=[O:17])[CH3:14].C(OC(N1CCC(NS(C2C3C(=CC=CC=3)C(CN)=CC=2)(=O)=O)CC1)=O)C>>[CH2:13]([O:15][C:16]([N:18]1[CH2:19][CH2:20][CH:21]([NH:24][S:25]([C:28]2[C:37]3[C:32](=[CH:33][CH:34]=[CH:35][CH:36]=3)[C:31]([CH2:38][N:39]([CH:40]3[CH2:45][CH2:44][CH2:43][CH2:42][CH2:41]3)[CH2:5][CH3:6])=[CH:30][CH:29]=2)(=[O:27])=[O:26])[CH2:22][CH2:23]1)=[O:17])[CH3:14]. Reported procedure: The title compound was prepared as its formate salt following the general procedure in Scheme 13, substituting acetaldehyde for 4-chloro-benzaldehyde, and substituting 4-(4-cyclohexylaminomethyl-naphthalene-1-sulfonylamino)-piperidine-1-carboxylic acid ethyl ester (G-8) for 4-(4-aminomethyl-naphthalene-1-sulfonylamino)-piperidine-1-carboxylic acid ethyl ester. 1H NMR (300 MHz, MeOD) δ 8.79 (m, 1H), 8.36 (m, 2H), 8.27 (dd, 1H), 7.77 (m, 3H), 4.62 (s, 2H), 4.05 (q, 2H), 3.80 (d, 2H), 3.25 (m, 1H),...